describe an organic reaction: reactants, conditions, products, and yield From a dataset of the Open Reaction Database (ORD), a public repository of structured organic reaction records. As a reaction SMILES: [Br:1][C:2]1[CH:3]=[CH:4][C:5]([O:21][CH2:22][C:23]([CH3:25])=[CH2:24])=[C:6]([CH:20]=1)[CH2:7][N:8]([C:11]1[N:16]=[N:15][C:14]([C:17](N)=[O:18])=[CH:13][CH:12]=1)[CH2:9][CH3:10].[OH-:26].[Na+]>C1COCC1.CO>[Br:1][C:2]1[CH:3]=[CH:4][C:5]([O:21][CH2:22][C:23]([CH3:25])=[CH2:24])=[C:6]([CH:20]=1)[CH2:7][N:8]([C:11]1[N:16]=[N:15][C:14]([C:17]([OH:26])=[O:18])=[CH:13][CH:12]=1)[CH2:9][CH3:10] |f:1.2,3.4|. Run at time 16 hour. Reported procedure: 6-[N-(5-Bromo-2-(2-methylprop-2-en-1-yloxy)benzyl)-N-ethylamino]pyridazine-3-carboxamide (430 mg, 1.09 mmol) was dissolved in THF/methanol (30 ml, 1:1) and sodium hydroxide solution added (2.9 ml, 2M, 5.8 mmol). The mixture was heated at reflux for 72 hours, allowed to cool and evaporated. The residue was dissolved in water (25 ml) and acetic acid added to pH-4. The solution was stirred for 16 hours and then the resulting colourless precipitate collected by filtration, washed with water and drie... The reactants are BrC=1C=CC(=C(CN(CC)C2=CC=C(N=N2)C(=O)N)C1)OCC(=C)C (6-[N-(5-Bromo-2-(2-methylprop-2-en-1-yloxy)benzyl)-N-ethylamino]pyridazine-3-carboxamide), [OH-].[Na+] (sodium hydroxide). Yields the product BrC=1C=CC(=C(CN(CC)C2=CC=C(N=N2)C(=O)O)C1)OCC(=C)C (6-[N-(5-Bromo-2-(2-methylprop-2-en-1-yloxy)benzyl)-N-ethylamino]pyridazine-3-carboxylic acid). Run in C1CCOC1.CO (THF methanol). The yield is 87.0%. The reactants are O (water), S(=O)(=O)(C1=CC=C(C)C=C1)C[N+]#[C-] (tosylmethylisocyanide), C([O-])([O-])=O.[K+].[K+] (potassium carbonate), C(=O)C1=C(C=CC=C1)C=1C(N(C=C(C1)C1=NC=CC=C1)C1=CC=CC=C1)=O (3-(2-formylphenyl)-5-(2-pyridyl)-1-phenyl-1,2-dihydropyridin-2-one). The solvent is CO (methanol). Yields the product O1C=NC=C1C1=C(C=CC=C1)C=1C(N(C=C(C1)C1=NC=CC=C1)C1=CC=CC=C1)=O (3-[2-(5-Oxazolyl)phenyl]-1-phenyl-5-(2-pyridyl)-1,2-dihydropyridin-2-one). Yield: 62.3%. Reaction SMILES: [CH:1]([C:3]1[CH:8]=[CH:7][CH:6]=[CH:5][C:4]=1[C:9]1[C:10](=[O:27])[N:11]([C:21]2[CH:26]=[CH:25][CH:24]=[CH:23][CH:22]=2)[CH:12]=[C:13]([C:15]2[CH:20]=[CH:19][CH:18]=[CH:17][N:16]=2)[CH:14]=1)=[O:2].S([CH2:38][N+:39]#[C-:40])(C1C=CC(C)=CC=1)(=O)=O.C(=O)([O-])[O-].[K+].[K+].O>CO>[O:2]1[C:1]([C:3]2[CH:8]=[CH:7][CH:6]=[CH:5][C:4]=2[C:9]2[C:10](=[O:27])[N:11]([C:21]3[CH:26]=[CH:25][CH:24]=[CH:23][CH:22]=3)[CH:12]=[C:13]([C:15]3[CH:20]=[CH:19][CH:18]=[CH:17][N:16]=3)[CH:14]=2)=[CH:40][N:39]=[CH:38]1 |f:2.3.4|. Procedure: 13 mg of 3-(2-formylphenyl)-5-(2-pyridyl)-1-phenyl-1,2-dihydropyridin-2-one was dissolved in 10 ml of methanol. To the mixture were added 11 mg of tosylmethylisocyanide and 8 mg of potassium carbonate, followed by heating under reflux overnight. After the reaction solution was cooled to room temperature, water was added, and the mixture was extracted with ethyl acetate. The organic layer was washed with water and brine, and then dried over anhydrous magnesium sulfate. It was filtered through NH ...